Task: describe an organic reaction: reactants, conditions, products, and yield. Dataset: the Open Reaction Database (ORD), a public repository of structured organic reaction records Starting materials: C([O-])([O-])=O.[Na+].[Na+] (sodium carbonate), CC1=C(C(=O)C=CO1)O (maltol), [N+](=O)([O-])[O-].[Ga+3].[N+](=O)([O-])[O-].[N+](=O)([O-])[O-] (gallium nitrate), C(=O)([O-])[O-].[Na+].[Na+] (Na2CO3). The solvent is O (water). Reaction conditions: temperature 23 celsius, time 5 minute. Product: [Ga].CC1=C(C(=O)C=CO1)O (Gallium Maltol). As a reaction SMILES: [CH3:1][C:2]1[O:8][CH:7]=[CH:6][C:4](=[O:5])[C:3]=1[OH:9].[N+]([O-])([O-])=O.[Ga+3:14].[N+]([O-])([O-])=O.[N+]([O-])([O-])=O.C([O-])([O-])=O.[Na+].[Na+]>O>[Ga:14].[CH3:1][C:2]1[O:8][CH:7]=[CH:6][C:4](=[O:5])[C:3]=1[OH:9] |f:1.2.3.4,5.6.7,9.10|. Reported procedure: Maltol is dissolved in chloroform to form a 0.75M solution, and gallium nitrate nonohydrate is dissolved in ethanol to form a 0.5M solution. To 20 mL of the 0.75M maltol solution is slowly added, with continuous stirring, 10 mL of the 0.5M gallium nitrate nonohydrate solution. The resulting solution is stirred for 5 minutes at 23° C. Approximately 5.5 g (a large excess) of powdered Na2CO3 is added with stirring to raise the pH to close to 7. When the sodium carbonate is added, a trace of water m...